Task: describe an organic reaction: reactants, conditions, products, and yield. Dataset: the Open Reaction Database (ORD), a public repository of structured organic reaction records Reactants: CC[SiH](CC)CC, O=C(O)C(F)(F)F, CN1CC=C(c2c[nH]c3ccc(C4CN=CS4)cc23)CC1. The product is CN1CCC(c2c[nH]c3ccc(C4CN=CS4)cc23)CC1. As a reaction SMILES: [CH2:22]([SiH:23]([CH2:24][CH3:25])[CH2:26][CH3:27])[CH3:28].[OH:29][C:30]([C:31]([F:32])([F:33])[F:34])=[O:35].[S:1]1[CH:2]=[N:3][CH2:4][CH:5]1[c:6]1[cH:7][c:8]2[c:9]([C:15]3=[CH:20][CH2:19][N:18]([CH3:21])[CH2:17][CH2:16]3)[cH:10][nH:11][c:12]2[cH:13][cH:14]1>>[S:1]1[CH:2]=[N:3][CH2:4][CH:5]1[c:6]1[cH:7][c:8]2[c:9]([CH:15]3[CH2:16][CH2:17][N:18]([CH3:21])[CH2:19][CH2:20]3)[cH:10][nH:11][c:12]2[cH:13][cH:14]1.